From a dataset of the Open Reaction Database (ORD), a public repository of structured organic reaction records. describe an organic reaction: reactants, conditions, products, and yield Reactants: C1CCOC1, CON(C)C(=O)c1cn(Cc2cccc(Br)n2)c2ccccc2c1=O, CC(C)[Mg+], [Cl-], Clc1ccc(I)cn1. Product: O=C(c1ccc(Cl)nc1)c1cn(Cc2cccc(Br)n2)c2ccccc2c1=O. RXN SMILES: [CH2:39]1[O:40][CH2:41][CH2:42][CH2:43]1.[CH3:1][O:2][N:3]([C:4](=[O:5])[c:6]1[cH:7][n:8]([CH2:17][c:18]2[n:19][c:20]([Br:24])[cH:21][cH:22][cH:23]2)[c:9]2[cH:10][cH:11][cH:12][cH:13][c:14]2[c:15]1=[O:16])[CH3:25].[CH:35]([Mg+:36])([CH3:37])[CH3:38].[Cl-:34].[Cl:26][c:27]1[n:28][cH:29][c:30]([I:33])[cH:31][cH:32]1>>[C:4](=[O:5])([c:6]1[cH:7][n:8]([CH2:17][c:18]2[n:19][c:20]([Br:24])[cH:21][cH:22][cH:23]2)[c:9]2[cH:10][cH:11][cH:12][cH:13][c:14]2[c:15]1=[O:16])[c:30]1[cH:29][n:28][c:27]([Cl:26])[cH:32][cH:31]1. Starting materials: CC(CC1COC(C)(C)N1C(=O)OC(C)(C)C)Oc1ccc(Cl)cc1, CC#N, CCOC(C)=O, O, O=C(O)C(F)(F)F. The product is CC(CC(N)CO)Oc1ccc(Cl)cc1. RXN SMILES: [C:8]([O:9][C:10](=[O:14])[N:15]1[C:11]([CH3:12])([CH3:13])[O:17][CH2:18][CH:19]1[CH2:20][CH:21]([CH3:22])[O:23][c:24]1[cH:25][cH:26][c:27]([Cl:30])[cH:28][cH:29]1)([CH3:16])([CH3:31])[CH3:32].[CH3:34][C:35]#[N:36].[CH3:37][CH2:38][O:39][C:40](=[O:41])[CH3:42].[OH2:33].[OH:1][C:2]([C:3]([F:4])([F:5])[F:6])=[O:7]>>[NH2:15][CH:19]([CH2:18][OH:17])[CH2:20][CH:21]([CH3:22])[O:23][c:24]1[cH:25][cH:26][c:27]([Cl:30])[cH:28][cH:29]1. The reactants are O[C@](C(=O)OC(C)(C)C)([C@H](\C=C\CCCCCCC1(OCCO1)CCCCC1=CC=CC=C1)C(=O)N1C(OC([C@@H]1C(C)C)(C1=CC=CC=C1)C1=CC=CC=C1)=S)CCC (tert-Butyl (E)-(2S,3S)-2-hydroxy-3-((S)-4-isopropyl-5,5-diphenyl-2-thioxo-oxazolidine-3-carbonyl)-11-[2-(4-phenyl-butyl)-[1,3]dioxolan-2-yl]-2-propyl-undec-4-enoate), N[C@H](C(=O)OC)CC1=CC=C(C=C1)OCC#CC (methyl (S)-2-amino-3-(4-but-2-ynyloxy-phenyl)-propionate). The solvent is ClCCl (dichloromethane). Run at temperature 50 celsius, time 24 hour. Yields the product C(C#CC)OC1=CC=C(C=C1)C[C@@H](C(=O)OC)NC(=O)[C@H]([C@](C(=O)OC(C)(C)C)(CCC)O)\C=C\CCCCCCC1(OCCO1)CCCCC1=CC=CC=C1 (tert-butyl (E)-(2S,3S)-3-[(S)-2-(4-but-2-ynyloxy-phenyl)-1-methoxycarbonyl-ethylcarbamoyl]-2-hydroxy-11-[2-(4-phenyl-butyl)-[1,3]dioxolan-2-yl]-2-propyl-undec-4-enoate). Isolated yield 61.9%. RXN SMILES: [OH:1][C@@:2]([CH2:57][CH2:58][CH3:59])([C@@H:10]([C:34](N1[C@@H](C(C)C)C(C2C=CC=CC=2)(C2C=CC=CC=2)OC1=S)=[O:35])/[CH:11]=[CH:12]/[CH2:13][CH2:14][CH2:15][CH2:16][CH2:17][CH2:18][C:19]1([CH2:24][CH2:25][CH2:26][CH2:27][C:28]2[CH:33]=[CH:32][CH:31]=[CH:30][CH:29]=2)[O:23][CH2:22][CH2:21][O:20]1)[C:3]([O:5][C:6]([CH3:9])([CH3:8])[CH3:7])=[O:4].[NH2:60][C@@H:61]([CH2:66][C:67]1[CH:72]=[CH:71][C:70]([O:73][CH2:74][C:75]#[C:76][CH3:77])=[CH:69][CH:68]=1)[C:62]([O:64][CH3:65])=[O:63]>ClCCl>[CH2:74]([O:73][C:70]1[CH:69]=[CH:68][C:67]([CH2:66][C@H:61]([NH:60][C:34]([C@@H:10](/[CH:11]=[CH:12]/[CH2:13][CH2:14][CH2:15][CH2:16][CH2:17][CH2:18][C:19]2([CH2:24][CH2:25][CH2:26][CH2:27][C:28]3[CH:33]=[CH:32][CH:31]=[CH:30][CH:29]=3)[O:20][CH2:21][CH2:22][O:23]2)[C@@:2]([OH:1])([CH2:57][CH2:58][CH3:59])[C:3]([O:5][C:6]([CH3:7])([CH3:8])[CH3:9])=[O:4])=[O:35])[C:62]([O:64][CH3:65])=[O:63])=[CH:72][CH:71]=1)[C:75]#[C:76][CH3:77]. Procedure details: tert-Butyl (E)-(2S,3S)-2-hydroxy-3-((S)-4-isopropyl-5,5-diphenyl-2-thioxo-oxazolidine-3-carbonyl)-11-[2-(4-phenyl-butyl)-[1,3]dioxolan-2-yl]-2-propyl-undec-4-enoate (124 mg, 0.150 mmol) and methyl (S)-2-amino-3-(4-but-2-ynyloxy-phenyl)-propionate (70.0 mg, 0.283 mmol) were dissolved in dichloromethane (3.0 mL). Dichloromethane was distilled off under reduced pressure. The residue was then stirred at an outer temperature of 50° C. for 24 hours. The reaction mixture was purified on Biotage (silica... The reactants are CN(CCC1=CNC2=CC=C(C=C12)[N+](=O)[O-])C (N,N-dimethyl-5-nitrotryptamine), C1COCCOCCOCCOCCOCCO1 (18-crown-6), IC (iodomethane), [C-]#N.[K+] (KCN). Solvent: CS(=O)C (DMSO). Run at time 1 hour. Product: [N+](=O)([O-])C=1C=C2C(=CNC2=CC1)CC#N ((5-nitro-1H-indol-3-yl)acetonitrile). RXN SMILES: C[N:2](C)[CH2:3][CH2:4][C:5]1[C:13]2[C:8](=[CH:9][CH:10]=[C:11]([N+:14]([O-:16])=[O:15])[CH:12]=2)[NH:7][CH:6]=1.IC.[C-]#N.[K+].C1OCCOCCOCCOCCOCCOC1>CS(C)=O>[N+:14]([C:11]1[CH:12]=[C:13]2[C:8](=[CH:9][CH:10]=1)[NH:7][CH:6]=[C:5]2[CH2:4][C:3]#[N:2])([O-:16])=[O:15] |f:2.3|. Reported procedure: Dissolve the N,N-dimethyl-5-nitrotryptamine obtained above in 200 mL dry DMSO, treat with iodomethane (7.7 mL, 17.5 g, 124 mmol), and stir for 1 hour at ambient temperature. Add KCN (40 g, 621 mmol) and 18-crown-6 (0.5 g). Warm the reaction to 110° C. for 45 minutes, cool, poured onto ice then saturate with NaCl. Extract the quenched reaction mixture with EtOAc, combine the extracts, and wash 3 times with brine. Dry over MgSO4 and concentrate under vacuum. chromatograph on silica gel eluting wit... Starting materials: Cl.BrC=1C=C(C(=NC1)NC=1SC=C(N1)C)O (5-bromo-2-(4-methylthiazol-2-ylamino)pyridin-3-ol-hydrochloride), BrC1CN(CC1)C(=O)OC(C)(C)C (tert-butyl 3-bromopyrrolidine-1-carboxylate), C(=O)([O-])[O-].[K+].[K+] (K2CO3), CN(C)C=O (DMF). Solvent: O (water). Product: BrC=1C=C(C(=NC1)NC=1SC=C(N1)C)OC1CN(CC1)C(=O)OC(C)(C)C (tert-butyl 3-(5-bromo-2-(4-methylthiazol-2-ylamino)pyridin-3-yloxy)pyrrolidine-1-carboxylate). Yield: 41.4%. RXN SMILES: Cl.[Br:2][C:3]1[CH:4]=[C:5]([OH:16])[C:6]([NH:9][C:10]2[S:11][CH:12]=[C:13]([CH3:15])[N:14]=2)=[N:7][CH:8]=1.Br[CH:18]1[CH2:22][CH2:21][N:20]([C:23]([O:25][C:26]([CH3:29])([CH3:28])[CH3:27])=[O:24])[CH2:19]1.C([O-])([O-])=O.[K+].[K+].CN(C=O)C>O>[Br:2][C:3]1[CH:4]=[C:5]([O:16][CH:22]2[CH2:18][CH2:19][N:20]([C:23]([O:25][C:26]([CH3:29])([CH3:28])[CH3:27])=[O:24])[CH2:21]2)[C:6]([NH:9][C:10]2[S:11][CH:12]=[C:13]([CH3:15])[N:14]=2)=[N:7][CH:8]=1 |f:0.1,3.4.5|. Procedure details: A mixture of 5-bromo-2-(4-methylthiazol-2-ylamino)pyridin-3-ol-hydrochloride (1.0 g, 3.10 mmol), tert-butyl 3-bromopyrrolidine-1-carboxylate (WO 2003/062224) (1.01 g, 4.03 mmol), K2CO3 (1.29 g, 9.30 mmol), and DMF (20 mL) were reacted at 50° C. over the weekend. The reaction was cooled to room temperature, poured into water (250 mL) and extracted with EtOAc:ether (1:1). The organic layer was dried with sodium sulfate, filtered and concentrated. The residue was purified on silica gel (40% EtOAc i... The reactants are C#CCBr, CC1(C)CC(=O)NN1, CC#N, [I-], [K+], [K+], [Li+], O=C([O-])[O-]. Product: C#CCN1NC(=O)CC1(C)C. As a reaction SMILES: [CH2:17]([C:18]#[CH:19])[Br:20].[CH3:1][C:2]1([CH3:8])[CH2:3][C:4](=[O:7])[NH:5][NH:6]1.[CH3:21][C:22]#[N:23].[I-:15].[K+:10].[K+:9].[Li+:16].[O-:11][C:12]([O-:13])=[O:14]>>[CH3:1][C:2]1([CH3:8])[CH2:3][C:4](=[O:7])[NH:5][N:6]1[CH2:19][C:18]#[CH:17].